From a dataset of the Open Reaction Database (ORD), a public repository of structured organic reaction records. describe an organic reaction: reactants, conditions, products, and yield Reactants: C1CCOC1, COC(=O)C(CC=O)(NC(=O)OC(C)(C)C)c1ccccc1, Cl, [Li+], [OH-]. Yields the product CC(C)(C)OC(=O)NC1(c2ccccc2)CC(O)OC1=O. Reaction SMILES: [CH2:26]1[O:27][CH2:28][CH2:29][CH2:30]1.[CH3:1][O:2][C:3]([C:4]([CH2:5][CH:6]=[O:7])([c:8]1[cH:9][cH:10][cH:11][cH:12][cH:13]1)[NH:14][C:15](=[O:16])[O:17][C:18]([CH3:19])([CH3:20])[CH3:21])=[O:22].[ClH:25].[Li+:24].[OH-:23]>>[O:2]1[C:3](=[O:22])[C:4]([c:8]2[cH:9][cH:10][cH:11][cH:12][cH:13]2)([NH:14][C:15](=[O:16])[O:17][C:18]([CH3:19])([CH3:20])[CH3:21])[CH2:5][CH:6]1[OH:7]. The reactants are C(CCC)[Li] (n-butyllithium), CN(C)CCN(C)C (TMEDA), FC1(OC2=C(O1)C=CC=C2)F (2,2-difluoro-1,3-benzodioxole), COB(C1=CC=CC=2OC(OC21)(F)F)OC (dimethoxy-(2,2-difluoro-1,3-benzodioxol-4-yl)borane), B(OC)(OC)OC (trimethyl borate), Cl (HCl), OO (hydrogen peroxide), [OH-].[Na+] (sodium hydroxide). The solvent is CCCCCC (hexane), C(C)OCC (diethyl ether). Run at time 30 minute. The product is OC1=CC=CC=2OC(OC21)(F)F (4-hydroxy-2,2-difluoro-1,3-benzodioxole). Reaction SMILES: [F:1][C:2]1([F:11])[O:6][C:5]2[CH:7]=[CH:8][CH:9]=[CH:10][C:4]=2[O:3]1.C([Li])CCC.CN(CCN(C)C)C.B(OC)(OC)[O:26]C.COB(OC)C1C2OC(F)(F)OC=2C=CC=1.[OH-].[Na+].OO.Cl>CCCCCC.C(OCC)C>[OH:26][C:10]1[C:4]2[O:3][C:2]([F:1])([F:11])[O:6][C:5]=2[CH:7]=[CH:8][CH:9]=1 |f:5.6|. Procedure details: 15.8 g (100 mmol) of 2,2-difluoro-1,3-benzodioxole are metallated according to Example 2, at -20° C., with 70 ml (110 mmol) of n-butyllithium (1.58M in hexane) and 12.8 g (110 mmol) of TMEDA in 120 ml of hexane. To the white suspension there is added dropwise at -100° C., over a period of 5 minutes, a solution of 10.4 g (100 mmol) of trimethyl borate in 50 ml of diethyl ether. When the reaction mixture has warmed up and has been stirred for 30 minutes at room temperature, there are added to the ... Solvent: CCOC(=O)C (EtOAc), mixture. Procedure: 40 mg (0.08 mmol) of rac 4-{2-phenyl-2-[4-(2,2,2-trifluoro-1-hydroxy-1-trifluoromethyl-ethyl)-phenoxy]-ethoxy}-benzaldehyde in 2 mL of a mixture of THF/EtOH (1:1) were treated with 31 mg (0.8 mmol) of NaBH4 at 0° C. The mixture was stirred at room temperature, water and EtOAc were added, and the phases were separated. The inorganic phase was extracted with EtOAc, and the combined organic ones were washed with brine, dried (Na2SO4), filtered and evaporated. Column chromatography on ISOLUTE Flash ... The reactants are O (water), C1(=CC=CC=C1)C(COC1=CC=C(C=O)C=C1)OC1=CC=C(C=C1)C(C(F)(F)F)(C(F)(F)F)O (rac 4-{2-phenyl-2-[4-(2,2,2-trifluoro-1-hydroxy-1-trifluoromethyl-ethyl)-phenoxy]-ethoxy}-benzaldehyde), C1CCOC1.CCO (THF EtOH), [BH4-].[Na+] (NaBH4). Yields the product FC(C(C(F)(F)F)(O)C1=CC=C(C=C1)OC(COC1=CC=C(C=C1)CO)C1=CC=CC=C1)(F)F (rac 1,1,1,3,3,3-hexafluoro-2-{4-[2-(4-hydroxymethyl-phenoxy)-1-phenyl-ethoxy]-phenyl}-propan-2-ol). Yield: 61.7%. RXN SMILES: [C:1]1([CH:7]([O:18][C:19]2[CH:24]=[CH:23][C:22]([C:25]([OH:34])([C:30]([F:33])([F:32])[F:31])[C:26]([F:29])([F:28])[F:27])=[CH:21][CH:20]=2)[CH2:8][O:9][C:10]2[CH:17]=[CH:16][C:13]([CH:14]=[O:15])=[CH:12][CH:11]=2)[CH:6]=[CH:5][CH:4]=[CH:3][CH:2]=1.C1COCC1.CCO.[BH4-].[Na+].O>CCOC(C)=O>[F:27][C:26]([F:28])([F:29])[C:25]([C:22]1[CH:21]=[CH:20][C:19]([O:18][CH:7]([C:1]2[CH:6]=[CH:5][CH:4]=[CH:3][CH:2]=2)[CH2:8][O:9][C:10]2[CH:17]=[CH:16][C:13]([CH2:14][OH:15])=[CH:12][CH:11]=2)=[CH:24][CH:23]=1)([OH:34])[C:30]([F:31])([F:33])[F:32] |f:1.2,3.4|. The reactants are CC(CO)(CO)C1=CC=CC=C1 (2-methyl-2-phenyl-3-hydroxypropanol), O (water), CC(C=O)(CO)C1=CC=CC=C1 (2-methyl-2-phenyl-3-hydroxypropanal), O.CO (water methanol). Solvent: CO (methanol). The product is C1(=CC=CC=C1)C(CO)C (2-phenylpropanol), CC(C=O)(CO)C1=CC=CC=C1 (2-methyl-2-phenyl-3-hydroxypropanal), CC(CO)(CO)C1=CC=CC=C1 (2-methyl-2-phenyl-propane-1,3-diol). As a reaction SMILES: [CH3:1][C:2]([C:7]1[CH:12]=[CH:11][CH:10]=[CH:9][CH:8]=1)([CH2:5][OH:6])[CH:3]=[O:4].O.CO.[CH3:16][C:17]([C:22]1[CH:27]=[CH:26][CH:25]=[CH:24][CH:23]=1)([CH2:20][OH:21])[CH2:18][OH:19].O>CO>[C:7]1([CH:2]([CH3:1])[CH2:3][OH:4])[CH:12]=[CH:11][CH:10]=[CH:9][CH:8]=1.[CH3:16][C:17]([C:22]1[CH:27]=[CH:26][CH:25]=[CH:24][CH:23]=1)([CH2:20][OH:21])[CH:18]=[O:19].[CH3:1][C:2]([C:7]1[CH:12]=[CH:11][CH:10]=[CH:9][CH:8]=1)([CH2:5][OH:6])[CH2:3][OH:4] |f:1.2|. Procedure: Using the method described in Example 1(b), 1.2 parts per hour of a 50 percent strength by weight solution of 2-methyl-2-phenyl-3-hydroxypropanal in a 1:1 water-methanol mixture are hydrogenated, over the catalyst prepared as described in Example 1(a), at 130° C. and 30 bar, with a throughput of 0.3 part of 2-methyl-2-phenyl-3-hydroxypropanol per liter of catalyst per hour. The conversion is over 99 percent. The hydrogenated material is fractionated through a packed column. After first runnings ... The reactants are [Br-], COc1ccc(Br)cc1, Brc1ccncc1, COC(C)(C)C, COc1ccc([Mg+])cc1, Cl, [Mg], C1CCOC1. Reaction SMILES: [Br-:1].[Br:11][c:12]1[cH:13][cH:14][c:15]([O:16][CH3:17])[cH:18][cH:19]1.[Br:22][c:23]1[cH:24][cH:25][n:26][cH:27][cH:28]1.[C:34]([O:35][CH3:36])([CH3:37])([CH3:38])[CH3:39].[CH3:2][O:3][c:4]1[cH:5][cH:6][c:7]([Mg+:10])[cH:8][cH:9]1.[ClH:21].[Mg:20].[O:29]1[CH2:30][CH2:31][CH2:32][CH2:33]1>>[CH3:2][O:3][c:4]1[cH:5][cH:6][c:7](-[c:23]2[cH:24][cH:25][n:26][cH:27][cH:28]2)[cH:8][cH:9]1. Yields the product COc1ccc(-c2ccncc2)cc1. Starting materials: CC#N, O=Cc1cccc(OCC2CC3CCC2C3)c1. Product: N#CCC(O)c1cccc(OCC2CC3CCC2C3)c1. RXN SMILES: [CH3:18][C:19]#[N:20].[CH:1]12[CH:2]([CH2:8][O:9][c:10]3[cH:11][c:12]([CH:13]=[O:14])[cH:15][cH:16][cH:17]3)[CH2:3][CH:4]([CH2:5][CH2:6]1)[CH2:7]2>>[CH:1]12[CH:2]([CH2:8][O:9][c:10]3[cH:11][c:12]([CH:13]([OH:14])[CH2:18][C:19]#[N:20])[cH:15][cH:16][cH:17]3)[CH2:3][CH:4]([CH2:5][CH2:6]1)[CH2:7]2.